Dataset: the Open Reaction Database (ORD), a public repository of structured organic reaction records. Task: describe an organic reaction: reactants, conditions, products, and yield Reactants: CC#N, C1NC2CNC1C2, CS(=O)(=O)c1nc(N)n2nc(-c3ccco3)nc2n1. The product is Nc1nc(N2CC3CC2CN3)nc2nc(-c3ccco3)nn12. As a reaction SMILES: [CH3:27][C:28]#[N:29].[CH:20]12[NH:21][CH2:22][CH:23]([NH:24][CH2:25]1)[CH2:26]2.[o:1]1[c:2](-[c:6]2[n:7][n:8]3[c:9]([n:10][c:11]([S:15]([CH3:16])(=[O:17])=[O:18])[n:12][c:13]3[NH2:14])[n:19]2)[cH:3][cH:4][cH:5]1>>[o:1]1[c:2](-[c:6]2[n:7][n:8]3[c:9]([n:10][c:11]([N:21]4[CH:20]5[CH2:25][NH:24][CH:23]([CH2:22]4)[CH2:26]5)[n:12][c:13]3[NH2:14])[n:19]2)[cH:3][cH:4][cH:5]1.